Dataset: the Open Reaction Database (ORD), a public repository of structured organic reaction records. Task: describe an organic reaction: reactants, conditions, products, and yield Starting materials: CCOC(CC)OCC, Cc1ccccc1, NC(=O)c1ccc(Cl)cc1, Cc1ccc(S(=O)(=O)O)cc1, c1ccc2[nH]nnc2c1. The product is CCC(NC(=O)c1ccc(Cl)cc1)n1nnc2ccccc21. Reaction SMILES: [CH2:11]([O:12][CH:14]([O:13][CH2:17][CH3:18])[CH2:15][CH3:16])[CH3:19].[CH3:40][c:41]1[cH:42][cH:43][cH:44][cH:45][cH:46]1.[Cl:1][c:2]1[cH:3][cH:4][c:5]([C:6](=[O:7])[NH2:8])[cH:9][cH:10]1.[c:29]1([CH3:30])[cH:31][cH:32][c:33]([S:34]([OH:35])(=[O:36])=[O:37])[cH:38][cH:39]1.[nH:20]1[n:21][n:22][c:23]2[c:24]1[cH:25][cH:26][cH:27][cH:28]2>>[Cl:1][c:2]1[cH:3][cH:4][c:5]([C:6](=[O:7])[NH:8][CH:14]([CH2:15][CH3:16])[n:20]2[n:21][n:22][c:23]3[c:24]2[cH:25][cH:26][cH:27][cH:28]3)[cH:9][cH:10]1. Reactants: ClC=1C=C(C=C(C1)F)N[C@@H](C(=O)N[C@H]1CN(CCC1)C(=O)OC(C)(C)C)C1CC1 ((R)-tert-butyl 3-((R)-2-(3-chloro-5-fluorophenylamino)-2-cyclopropylacetamido)piperidine-1-carboxylate), ClC1=CC(=NC=N1)NCC (6-chloro-N-ethylpyrimidin-4-amine), C19H24Cl2N6O, ClC=1C=C(C=C(C1)Cl)NCC(=O)N[C@H]1CN(CCC1)C(=O)OC(C)(C)C ((R)-tert-butyl 3-(2-(3,5-dichlorophenylamino)acetamido)piperidine-1-carboxylate), NC1=NC=NC(=C1C#N)Cl (4-amino-6-chloropyrimidine-5-carbonitrile). The product is ClC=1C=C(C=C(C1)Cl)NCC(=O)N[C@H]1CN(CCC1)C1=NC=NC(=C1)NCC ((R)-2-(3,5-dichlorophenylamino)-N-(1-(6-(ethylamino)pyrimidin-4-yl)piperidin-3-yl)acetamide). As a reaction SMILES: ClC1C=C(N[C@H](C2CC2)C(N[C@@H]2CCCN(C(OC(C)(C)C)=O)C2)=O)C=C(F)C=1.[Cl:30][C:31]1[CH:32]=[C:33]([NH:38][CH2:39][C:40]([NH:42][C@@H:43]2[CH2:48][CH2:47][CH2:46][N:45]([C:49](OC(C)(C)C)=O)[CH2:44]2)=[O:41])[CH:34]=[C:35]([Cl:37])[CH:36]=1.NC1C(C#N)=C(Cl)N=CN=1.ClC1[N:72]=[CH:71][N:70]=[C:69]([NH:73][CH2:74][CH3:75])[CH:68]=1>>[Cl:37][C:35]1[CH:34]=[C:33]([NH:38][CH2:39][C:40]([NH:42][C@@H:43]2[CH2:48][CH2:47][CH2:46][N:45]([C:49]3[CH:68]=[C:69]([NH:73][CH2:74][CH3:75])[N:70]=[CH:71][N:72]=3)[CH2:44]2)=[O:41])[CH:32]=[C:31]([Cl:30])[CH:36]=1. Reported procedure: The title compound of Example 143 was prepared in similar manner as described in Example 134 except the key intermediate (R)-tert-butyl 3-((R)-2-(3-chloro-5-fluorophenylamino)-2-cyclopropylacetamido)piperidine-1-carboxylate was replaced with (R)-tert-butyl 3-(2-(3,5-dichlorophenylamino)acetamido)piperidine-1-carboxylate and the 4-amino-6-chloropyrimidine-5-carbonitrile was substituted for 6-chloro-N-ethylpyrimidin-4-amine. 1H NMR (300 MHz, CD3OD) δ 8.08 (s, 1H), 6.63 (t, J=1.70 Hz, 1H), 6.48 (d,... Reactants: OC1=CC2=C(N=C(S2)S(=O)(=O)N)C=C1 (6-hydroxy-2-benzothiazolesulfonamide), CCOP(=O)(OCC)Cl (chlorodiethylphosphate), ice water, Cl (hydrochloric acid), CCOP(=O)(OCC)Cl (chlorodiethylphosphate). Reagents/catalysts: CN(C1=CC=NC=C1)C (4-dimethylaminopyridine). Solvent: N1=CC=CC=C1 (pyridine). Conditions: temperature 25 celsius, time 18 hour. Product: CCOP(=O)(OCC)OC1=CC2=C(C=C1)N=C(S2)S(=O)(=O)N (diethyl(2-sulfamoyl-6-benzothiazolyl)phosphate). Isolated yield 31.4%. Reaction SMILES: [OH:1][C:2]1[CH:14]=[CH:13][C:5]2[N:6]=[C:7]([S:9]([NH2:12])(=[O:11])=[O:10])[S:8][C:4]=2[CH:3]=1.[CH3:15][CH2:16][O:17][P:18](Cl)([O:20][CH2:21][CH3:22])=[O:19].Cl>CN(C)C1C=CN=CC=1.N1C=CC=CC=1>[CH3:15][CH2:16][O:17][P:18]([O:1][C:2]1[CH:14]=[CH:13][C:5]2[N:6]=[C:7]([S:9]([NH2:12])(=[O:11])=[O:10])[S:8][C:4]=2[CH:3]=1)([O:20][CH2:21][CH3:22])=[O:19]. Procedure details: To a stirred solution of 6-hydroxy-2-benzothiazolesulfonamide (2.3 g, 0.01 mole) and 4-dimethylaminopyridine (200 mg) in pyridine (20 ml) was added chlorodiethylphosphate (1.45 ml, 0.01 mole). After stirring for 4 hours at 25° C. additional chlorodiethylphosphate (1.5 ml) was added and the reaction mixture was stirred at 25° C. for 18 hours then poured into ice water and excess hydrochloric acid to give 1.15 g of diethyl(2-sulfamoyl-6-benzothiazolyl)phosphate m.p. 142°-144° C. after recrystalliz... Reactants: C=1N=C(C2=C(N1)N(C=N2)[C@H]3[C@@H]([C@@H]([C@H](O3)COP(=O)(O)OP(=O)(O)OC[C@@H]4[C@H]([C@H]([C@@H](O4)N5C=CCC(=C5)C(=O)N)O)O)O)O)N (NADH), aldehyde, C(C)O (ethanol), alcohol, aldehyde, C(C)(=O)O (acetic acid). Product: OC(C[N+](C)(C)C)CC([O-])=O (Carnitine), C=1N=C(C2=C(N1)N(C=N2)[C@H]3[C@@H]([C@@H]([C@H](O3)COP(=O)(O)OP(=O)(O)OC[C@@H]4[C@H]([C@H]([C@@H](O4)N5C=CCC(=C5)C(=O)N)O)O)O)O)N (NADH). As a reaction SMILES: [CH:1]1[N:2]=[C:3]([NH2:44])[C:4]2[N:9]=[CH:8][N:7]([C@@H:10]3[O:14][C@H:13]([CH2:15][O:16][P:17]([O:20][P:21]([O:24][CH2:25][C@H:26]4[O:30][C@@H:29]([N:31]5[CH:36]=[C:35]([C:37]([NH2:39])=[O:38])[CH2:34][CH:33]=[CH:32]5)[C@H:28]([OH:40])[C@@H:27]4[OH:41])([OH:23])=[O:22])([OH:19])=[O:18])[C@@H:12]([OH:42])[C@H:11]3[OH:43])[C:5]=2[N:6]=1.[C:45]([OH:48])(=[O:47])[CH3:46].[CH2:49](O)C>>[OH:40][CH:28]([CH2:46][C:45](=[O:48])[O-:47])[CH2:29][N+:31]([CH3:49])([CH3:36])[CH3:32].[CH:1]1[N:2]=[C:3]([NH2:44])[C:4]2[N:9]=[CH:8][N:7]([C@@H:10]3[O:14][C@H:13]([CH2:15][O:16][P:17]([O:20][P:21]([O:24][CH2:25][C@H:26]4[O:30][C@@H:29]([N:31]5[CH:36]=[C:35]([C:37]([NH2:39])=[O:38])[CH2:34][CH:33]=[CH:32]5)[C@H:28]([OH:40])[C@@H:27]4[OH:41])([OH:23])=[O:22])([OH:19])=[O:18])[C@@H:12]([OH:42])[C@H:11]3[OH:43])[C:5]=2[N:6]=1. Procedure details: Carnitine was synthesized as in example 2, except that the NADH regeneration system comprised, in addition to alcohol dehydrogenase, aldehyde dehydrogenase (E.C. 1.2.1.5) which oxidizes the aldehyde (formed by action of alcohol dehydrogenase on ethanol) to acetic acid. Two molecules of NADH were formed from one molecule of ethanol (instead of one in the preceeding example) and the reaction balance was strongly displaced in favour of NADH and acetic acid formation. It was thus no longer necessary... Reactants: BrC1=C(C=C(C=C1)C(O)C=1SC=CN1)F ((4-Bromo-3-fluoro-phenyl)-thiazol-2-yl-methanol), C(=O)(C(F)(F)F)O (TFA), C(C)[SiH](CC)CC (Triethylsilane). Product: BrC1=C(C=C(CC=2SC=CN2)C=C1)F (2-(4-Bromo-3-fluoro-benzyl)-thiazole). Reaction SMILES: [Br:1][C:2]1[CH:7]=[CH:6][C:5]([CH:8]([C:10]2[S:11][CH:12]=[CH:13][N:14]=2)O)=[CH:4][C:3]=1[F:15].C(O)(C(F)(F)F)=O.C([SiH](CC)CC)C>>[Br:1][C:2]1[CH:7]=[CH:6][C:5]([CH2:8][C:10]2[S:11][CH:12]=[CH:13][N:14]=2)=[CH:4][C:3]=1[F:15]. Procedure: A solution of (4-Bromo-3-fluoro-phenyl)-thiazol-2-yl-methanol (3.4 g, 12.6 mmol), TFA (25 mL), and Triethylsilane (10 mL, 63 mmol), were refluxed overnight. The reaction was then concentrated under vacuum, and purified by silica gel chromatography (gradient elution 10–40% Ethylacetate/Hexanes). Yield 1.96 g, 61%.